From a dataset of the Open Reaction Database (ORD), a public repository of structured organic reaction records. describe an organic reaction: reactants, conditions, products, and yield Reactants: BrC=1C=CC(=NC1F)C1=NN(C2=CN=C(C=C21)C=2C=NC=CC2)COCC[Si](C)(C)C (3-(5-bromo-6-fluoropyridin-2-yl)-5-(pyridin-3-yl)-1-((2-(trimethylsilyl)ethoxy)methyl)-1H-pyrazolo[3,4-c]pyridine), N1C[C@@H](CCC1)NC(OC(C)(C)C)=O ((R)-tert-butyl piperidin-3-ylcarbamate). Product: BrC=1C(=NC(=CC1)C1=NNC2=CN=C(C=C21)C=2C=NC=CC2)N2C[C@@H](CCC2)N ((R)-1-(3-bromo-6-(5-(pyridin-3-yl)-1H-pyrazolo[3,4-c]pyridin-3-yl)pyridin-2-yl)piperidin-3-amine). Yield: 35.9%. As a reaction SMILES: [Br:1][C:2]1[CH:3]=[CH:4][C:5]([C:9]2[C:17]3[C:12](=[CH:13][N:14]=[C:15]([C:18]4[CH:19]=[N:20][CH:21]=[CH:22][CH:23]=4)[CH:16]=3)[N:11](COCC[Si](C)(C)C)[N:10]=2)=[N:6][C:7]=1F.[NH:32]1[CH2:37][CH2:36][CH2:35][C@@H:34]([NH:38]C(=O)OC(C)(C)C)[CH2:33]1>>[Br:1][C:2]1[C:7]([N:32]2[CH2:37][CH2:36][CH2:35][C@@H:34]([NH2:38])[CH2:33]2)=[N:6][C:5]([C:9]2[C:17]3[C:12](=[CH:13][N:14]=[C:15]([C:18]4[CH:19]=[N:20][CH:21]=[CH:22][CH:23]=4)[CH:16]=3)[NH:11][N:10]=2)=[CH:4][CH:3]=1. Procedure: Following the procedures as described in Example 241 and starting with 3-(5-bromo-6-fluoropyridin-2-yl)-5-(pyridin-3-yl)-1-((2-(trimethylsilyl)ethoxy)methyl)-1H-pyrazolo[3,4-c]pyridine and (R)-tert-butyl piperidin-3-ylcarbamate, 290 was obtained as an off-white solid (19.7 mg, 35.9%) over two steps. 1H NMR (400 MHz, DMSO) δ 9.31 (s, 1H), 9.22 (s, 1H), 9.03 (s, 1H), 8.59 (d, J=4.7 Hz, 1H), 8.46 (d, J=8.0 Hz, 1H), 8.05 (d, J=8.1 Hz, 1H), 7.70 (d, J=8.1 Hz, 1H), 7.62 (dd, J=11.8, 7.1 Hz, 1H), 7.54 ... Reactants: C1CCOC1, COC(=O)C1CC(c2ccc(-c3nc4ccc(C5(c6ccccc6)CC5)nc4s3)c(F)c2)CN1C(=O)OC(C)(C)C, [Na+], [OH-], O. The product is CC(C)(C)OC(=O)N1CC(c2ccc(-c3nc4ccc(C5(c6ccccc6)CC5)nc4s3)c(F)c2)CC1C(=O)O. Reaction SMILES: [CH2:44]1[O:45][CH2:46][CH2:47][CH2:48]1.[F:1][c:2]1[cH:3][c:4]([CH:26]2[CH2:27][CH:28]([C:38](=[O:39])[O:40][CH3:41])[N:29]([C:31](=[O:32])[O:33][C:34]([CH3:35])([CH3:36])[CH3:37])[CH2:30]2)[cH:5][cH:6][c:7]1-[c:8]1[s:9][c:10]2[n:11][c:12]([C:17]3([c:20]4[cH:21][cH:22][cH:23][cH:24][cH:25]4)[CH2:18][CH2:19]3)[cH:13][cH:14][c:15]2[n:16]1.[Na+:43].[OH-:42].[OH2:49]>>[F:1][c:2]1[cH:3][c:4]([CH:26]2[CH2:27][CH:28]([C:38](=[O:39])[OH:40])[N:29]([C:31](=[O:32])[O:33][C:34]([CH3:35])([CH3:36])[CH3:37])[CH2:30]2)[cH:5][cH:6][c:7]1-[c:8]1[s:9][c:10]2[n:11][c:12]([C:17]3([c:20]4[cH:21][cH:22][cH:23][cH:24][cH:25]4)[CH2:18][CH2:19]3)[cH:13][cH:14][c:15]2[n:16]1.